From a dataset of the Open Reaction Database (ORD), a public repository of structured organic reaction records. describe an organic reaction: reactants, conditions, products, and yield The reactants are COc1cccc(C=CC(=O)O)c1, CC(F)(F)c1ccc(Cn2ccc(N)n2)o1. Yields the product COc1cccc(C=CC(=O)Nc2ccn(Cc3ccc(C(C)(F)F)o3)n2)c1. Reaction SMILES: [CH3:17][O:18][c:19]1[cH:20][c:21]([CH:25]=[CH:26][C:27](=[O:28])[OH:29])[cH:22][cH:23][cH:24]1.[F:1][C:2]([CH3:3])([F:4])[c:5]1[cH:6][cH:7][c:8]([CH2:10][n:11]2[n:12][c:13]([NH2:16])[cH:14][cH:15]2)[o:9]1>>[F:1][C:2]([CH3:3])([F:4])[c:5]1[cH:6][cH:7][c:8]([CH2:10][n:11]2[n:12][c:13]([NH:16][C:27]([CH:26]=[CH:25][c:21]3[cH:20][c:19]([O:18][CH3:17])[cH:24][cH:23][cH:22]3)=[O:28])[cH:14][cH:15]2)[o:9]1. Starting materials: CCCC[N+](CCCC)(CCCC)CCCC, [F-], C1CCOC1, O, O=S(=O)(c1ccccc1)n1cc(Cc2sc(NCc3cncc(F)c3)nc2Cl)c2cc(Cl)cnc21. Product: Fc1cncc(CNc2nc(Cl)c(Cc3c[nH]c4ncc(Cl)cc34)s2)c1. Reaction SMILES: [CH3:37][CH2:38][CH2:39][CH2:40][N+:41]([CH2:42][CH2:43][CH2:44][CH3:45])([CH2:46][CH2:47][CH2:48][CH3:49])[CH2:50][CH2:51][CH2:52][CH3:53].[F-:36].[O:55]1[CH2:56][CH2:57][CH2:58][CH2:59]1.[OH2:54].[c:1]1([S:2](=[O:3])(=[O:4])[n:10]2[cH:11][c:12]([CH2:20][c:21]3[c:22]([Cl:35])[n:23][c:24]([NH:26][CH2:27][c:28]4[cH:29][n:30][cH:31][c:32]([F:34])[cH:33]4)[s:25]3)[c:13]3[c:14]2[n:15][cH:16][c:17]([Cl:19])[cH:18]3)[cH:5][cH:6][cH:7][cH:8][cH:9]1>>[nH:10]1[cH:11][c:12]([CH2:20][c:21]2[c:22]([Cl:35])[n:23][c:24]([NH:26][CH2:27][c:28]3[cH:29][n:30][cH:31][c:32]([F:34])[cH:33]3)[s:25]2)[c:13]2[c:14]1[n:15][cH:16][c:17]([Cl:19])[cH:18]2. Starting materials: CC(C(C)(C)O1)(C)OB1C2=CN=C(CC#N)C=C2, BrC1=CC2=C(C=C1)C=CN2. Reagents/catalysts: CC(C)(C)C1=CC=C(C=C1)C2=CC=C(C=C2)C(C)(C)C, C(=O)([O-])[O-].[Na+].[Na+], C1=CC=C(C=C1)P(C2=CC=CC=C2)C3=CC=CC=C3.C1=CC=C(C=C1)P(C2=CC=CC=C2)C3=CC=CC=C3.C1=CC=C(C=C1)P(C2=CC=CC=C2)C3=CC=CC=C3.C1=CC=C(C=C1)P(C2=CC=CC=C2)C3=CC=CC=C3.[Pd]. Run in COCCOC, O (water), COCCOC. Run at temperature 85 celsius, time 24 hour. Product: N#CCC1=NC=C(C2=CC3=C(C=C2)C=CN3)C=C1. The yield is 35.0%. As a reaction SMILES: [CH3:15][CH2:16][CH2:17][CH2:18][N+:19]([CH2:20][CH2:21][CH2:22][CH3:23])([CH2:24][CH2:25][CH2:26][CH3:27])[CH2:28][CH2:29][CH2:30][CH3:31].[CH3:32][OH:33].[N:1](=[N+:2]=[N-:3])[CH:4]1[C:5](=[O:14])[N:6]([S:10](=[O:11])(=[O:12])[OH:13])[C:7]1([CH3:8])[CH3:9]>>[NH2:1][CH:4]1[C:5](=[O:14])[N:6]([S:10](=[O:11])(=[O:12])[OH:13])[C:7]1([CH3:8])[CH3:9]. The reactants are CCCC[N+](CCCC)(CCCC)CCCC, CO, CC1(C)C(N=[N+]=[N-])C(=O)N1S(=O)(=O)O. Product: CC1(C)C(N)C(=O)N1S(=O)(=O)O.